From a dataset of the Open Reaction Database (ORD), a public repository of structured organic reaction records. describe an organic reaction: reactants, conditions, products, and yield The reactants are O=C(O)C1CCCO1 (Tetrahydro-2 furoic acid), [Br]C1=CC=C(C(C)=O)C=C1 (1-acetyl-4-bromobenzene). The reagents and catalysts are [Cs+].[Cs+].[O-]C([O-])=O (CsCO3), CC(C)(C)C1=CC(=NC=C1)C2=NC=CC(=C2)C(C)(C)C (4,4-di-tert-butyl-2,2-bipyridyl), COCCOC.Cl[Ni]Cl (NiCl2-glyme), CC(C)(C)C1=CC2=N(->[Ir+]34(<-N5=CC(C(F)(F)F)=CC=C5C5=C(F)C=C(F)C=C53)(<-N3=CC(C(F)(F)F)=CC=C3C3=C(F)C=C(F)C=C34)<-N3=C2C=C(C(C)(C)C)C=C3)C=C1.F[P-](F)(F)(F)(F)F (Ir[dF(CF3)ppy]2(dtbbpy)PF6). Run in CN(C)C=O (DMF). Conditions: temperature 23 celsius, time 72 hour. Product: CC(=O)C1=CC=C(C2CCCO2)C=C1. Isolated yield 82.0%. Procedure details: Prior to irradiation, the reaction mixture was degassed by bubbling argon for 20 minutes Starting materials: CS(=O)(=O)N([C@H](C)C(=O)O)C1=CC=C(C=C1)Cl ((2R)-N-methanesulfonyl-(4-chlorophenyl)alanine), C(=O)(OC(C)(C)C)N[C@@H](C(=O)NN1CC(C1)NC1CCCCC1)CC1=CC=C(C=C1)Cl ((2R)-2-(BOC)amino-N-[3-(cyclohexylamino)azetidine-1-yl]-3-(4-chlorophenyl)propionamide), C(=O)(OC(C)(C)C)N[C@@H](C(=O)NN1CC(C1)NC1CCCCC1)CC1=CC=C(C=C1)Cl ((2R)-2-(BOC)amino-N-[3-(cyclohexylamino)azetidine-1-yl]-3-(4-chlorophenyl)propionamide), BrCC(=O)OC (methyl bromoacetate). The product is C(=O)(OC(C)(C)C)N[C@@H](C(=O)NN1CC(C1)N(C(=O)OC)C1CCCCC1)CC1=CC=C(C=C1)Cl ((2R)-2-(BOC)amino-N-{3-[cyclohexyl(methoxycarbonyl)amino]azetidine-1-yl}-3-(4-chlorophenyl)propionamide). Reaction SMILES: CS(N(C1C=CC(Cl)=CC=1)[C@@H](C(O)=O)C)(=O)=O.[C:18]([NH:25][C@H:26]([CH2:41][C:42]1[CH:47]=[CH:46][C:45]([Cl:48])=[CH:44][CH:43]=1)[C:27]([NH:29][N:30]1[CH2:33][CH:32]([NH:34][CH:35]2[CH2:40][CH2:39][CH2:38][CH2:37][CH2:36]2)[CH2:31]1)=[O:28])([O:20][C:21]([CH3:24])([CH3:23])[CH3:22])=[O:19].BrC[C:51]([O:53][CH3:54])=[O:52]>>[C:18]([NH:25][C@H:26]([CH2:41][C:42]1[CH:43]=[CH:44][C:45]([Cl:48])=[CH:46][CH:47]=1)[C:27]([NH:29][N:30]1[CH2:31][CH:32]([N:34]([CH:35]2[CH2:40][CH2:39][CH2:38][CH2:37][CH2:36]2)[C:51]([O:53][CH3:54])=[O:52])[CH2:33]1)=[O:28])([O:20][C:21]([CH3:23])([CH3:24])[CH3:22])=[O:19]. Procedure: The title compound was prepared following the procedure described in Step A of Intermediate 135 using (2R)-2-(BOC)amino-N-[3-(cyclohexylamino)azetidine-1-yl]-3-(4-chlorophenyl)propionamide prepared in Intermediate 202 and methyl bromoacetate. Reported procedure: Diethyl azodicarboxylate (40% toluene solution, 9.53 g) was added dropwise to THF solution (15 ml) of 2-[(N,N-dimethylamino)methyl]-6-hydroxytetralin (1.5 g), 4-nitrobenzylalcohol (3.35 g), and triphenylphosphine (5.74 g) at room temperature, which was stirred for 24 hours. The reaction mixture was concentrated, and the residue was purified using alumina column chromatography (development solvent; hexane˜hexane:ethyl acetate=8:1), and recrystallized (ethyl acetate-hexane) to give the titled comp... Starting materials: N(=NC(=O)OCC)C(=O)OCC (Diethyl azodicarboxylate), CN(C)CC1CC2=CC=C(C=C2CC1)O (2-[(N,N-dimethylamino)methyl]-6-hydroxytetralin), [N+](=O)([O-])C1=CC=C(CO)C=C1 (4-nitrobenzylalcohol), C1(=CC=CC=C1)P(C1=CC=CC=C1)C1=CC=CC=C1 (triphenylphosphine). Run in C1CCOC1 (THF). Reaction SMILES: N(C(OCC)=O)=NC(OCC)=O.[CH3:13][N:14]([CH2:16][CH:17]1[CH2:26][CH2:25][C:24]2[C:19](=[CH:20][CH:21]=[C:22]([OH:27])[CH:23]=2)[CH2:18]1)[CH3:15].[N+:28]([C:31]1[CH:38]=[CH:37][C:34]([CH2:35]O)=[CH:33][CH:32]=1)([O-:30])=[O:29].C1(P(C2C=CC=CC=2)C2C=CC=CC=2)C=CC=CC=1>C1COCC1>[CH3:15][N:14]([CH2:16][CH:17]1[CH2:26][CH2:25][C:24]2[C:19](=[CH:20][CH:21]=[C:22]([O:27][CH2:35][C:34]3[CH:37]=[CH:38][C:31]([N+:28]([O-:30])=[O:29])=[CH:32][CH:33]=3)[CH:23]=2)[CH2:18]1)[CH3:13]. Isolated yield 51.9%. Conditions: time 24 hour. Product: CN(C)CC1CC2=CC=C(C=C2CC1)OCC1=CC=C(C=C1)[N+](=O)[O-] (2-[(N,N-Dimethylamino)methyl]-6-(4-nitrobenzyloxy)tetralin).